Dataset: the Open Reaction Database (ORD), a public repository of structured organic reaction records. Task: describe an organic reaction: reactants, conditions, products, and yield Reactants: N#Cc1cccc(C(=O)N2CCCc3ccccc32)c1, CO, Cl. The product is NCc1cccc(C(=O)N2CCCc3ccccc32)c1, Cl. Reaction SMILES: [C:1](#[N:2])[c:3]1[cH:4][c:5]([C:6](=[O:7])[N:8]2[CH2:9][CH2:10][CH2:11][c:12]3[cH:13][cH:14][cH:15][cH:16][c:17]32)[cH:18][cH:19][cH:20]1.[CH3:22][OH:23].[ClH:21]>>[CH2:1]([NH2:2])[c:3]1[cH:4][c:5]([C:6](=[O:7])[N:8]2[CH2:9][CH2:10][CH2:11][c:12]3[cH:13][cH:14][cH:15][cH:16][c:17]32)[cH:18][cH:19][cH:20]1.[ClH:21]. Reactants: FC(C(=O)N[C@H]([C@@H](C1=CC=C(C=C1)O)O)C)(F)F (2,2,2-trifluoro-N-[(1S,2R)-2-hydroxy-2-(4-hydroxyphenyl)-1-methylethyl]acetamide), [N+](=O)(O)[O-] (nitric acid), ice water, C(C)(=O)OCC (ethyl acetate). The solvent is C(C)(=O)O (acetic acid). Product: FC(C(=O)N[C@H]([C@@H](C1=CC(=C(C=C1)O)[N+](=O)[O-])O)C)(F)F (2,2,2-Trifluoro-N-[(1S,2R)-2-hydroxy-2-(4-hydroxy-3-nitrophenyl)-1-methylethyl]acetamide). RXN SMILES: [F:1][C:2]([F:18])([F:17])[C:3]([NH:5][C@@H:6]([CH3:16])[C@H:7]([OH:15])[C:8]1[CH:13]=[CH:12][C:11]([OH:14])=[CH:10][CH:9]=1)=[O:4].[N+:19]([O-])([OH:21])=[O:20].C(OCC)(=O)C>C(O)(=O)C>[F:1][C:2]([F:17])([F:18])[C:3]([NH:5][C@@H:6]([CH3:16])[C@H:7]([OH:15])[C:8]1[CH:13]=[CH:12][C:11]([OH:14])=[C:10]([N+:19]([O-:21])=[O:20])[CH:9]=1)=[O:4]. Procedure: To a solution of 2,2,2-trifluoro-N-[(1S,2R)-2-hydroxy-2-(4-hydroxyphenyl)-1-methylethyl]acetamide (26.9 g) in acetic acid (85 mL) was added dropwise 70% nitric acid (6.78 mL) at room temperature with stirring. The mixture was stirred for 15 minutes at that temperature. The resulting mixture was poured into ice-water (500 g), and ethyl acetate was added. The organic layer was separated, washed successively with saturated aqueous solution of sodium bicarbonate and brine, and dried over anhydrous m...